From a dataset of the Open Reaction Database (ORD), a public repository of structured organic reaction records. describe an organic reaction: reactants, conditions, products, and yield The reactants are C1CCNCC1, COc1ccc(C=O)cc1, O=C1Cc2ccccc2N1C1=NCCS1, c1ccccc1. The product is COc1ccc(C=C2C(=O)N(C3=NCCS3)c3ccccc32)cc1. RXN SMILES: [CH2:26]1[CH2:27][CH2:28][NH:29][CH2:30][CH2:31]1.[CH3:16][O:17][c:18]1[cH:19][cH:20][c:21]([CH:22]=[O:23])[cH:24][cH:25]1.[S:1]1[C:2]([N:6]2[C:7](=[O:15])[CH2:8][c:9]3[cH:10][cH:11][cH:12][cH:13][c:14]32)=[N:3][CH2:4][CH2:5]1.[cH:32]1[cH:33][cH:34][cH:35][cH:36][cH:37]1>>[S:1]1[C:2]([N:6]2[C:7](=[O:15])[C:8](=[CH:22][c:21]3[cH:20][cH:19][c:18]([O:17][CH3:16])[cH:25][cH:24]3)[c:9]3[cH:10][cH:11][cH:12][cH:13][c:14]32)=[N:3][CH2:4][CH2:5]1. The reactants are CC([C@@H](C=1N=NNN1)NC(OCC1=CC=CC=C1)=O)(C)C (benzyl [(1S)-2,2-dimethyl-1-(2H-tetrazol-5-yl)propyl]carbamate), C([O-])([O-])=O.[K+].[K+] (potassium carbonate), CI (methyl iodide). The solvent is CC(=O)C (acetone). Run at temperature 0 celsius, time 10 minute. Product: CC([C@@H](C=1N=NN(N1)C)NC(OCC1=CC=CC=C1)=O)(C)C (benzyl [(1S)-2,2-dimethyl-1-(2-methyl-2H-tetrazol-5-yl)propyl]carbamate), CC([C@@H](C1=NN=NN1C)NC(OCC1=CC=CC=C1)=O)(C)C (benzyl [(1S)-2,2-dimethyl-1-(1-methyl-1H-tetrazol-5-yl)propyl]carbamate). The yield is 28.0%. RXN SMILES: [CH3:1][C:2]([CH3:21])([CH3:20])[C@H:3]([NH:9][C:10](=[O:19])[O:11][CH2:12][C:13]1[CH:18]=[CH:17][CH:16]=[CH:15][CH:14]=1)[C:4]1[N:5]=[N:6][NH:7][N:8]=1.[C:22](=O)([O-])[O-].[K+].[K+].CI>CC(C)=O>[CH3:1][C:2]([CH3:21])([CH3:20])[C@H:3]([NH:9][C:10](=[O:19])[O:11][CH2:12][C:13]1[CH:18]=[CH:17][CH:16]=[CH:15][CH:14]=1)[C:4]1[N:5]=[N:6][N:7]([CH3:22])[N:8]=1.[CH3:1][C:2]([CH3:21])([CH3:20])[C@H:3]([NH:9][C:10](=[O:19])[O:11][CH2:12][C:13]1[CH:18]=[CH:17][CH:16]=[CH:15][CH:14]=1)[C:4]1[N:8]([CH3:22])[N:7]=[N:6][N:5]=1 |f:1.2.3|. Procedure: To a suspension of benzyl [(1S)-2,2-dimethyl-1-(2H-tetrazol-5-yl)propyl]carbamate (280 mg, 0.96 mmol), potassium carbonate (660 mg, 4.8 mmol) and methyl iodide (0.24 mL, 3.8 mmol) in acetone (5 mL) was stirred at 0° C. for 10 min and warmed to rt. After 4 h, the mixture was filtered and concentrated. The residue was purified by column chromatography on silica gel eluting with hexane/ethyl acetate (8/1-4/1-1/1) to afford 166 mg (57%) of benzyl [(1S)-2,2-dimethyl-1-(2-methyl-2H-tetrazol-5-yl)propy... Starting materials: BrC1=C(OC2CCN(CC2)C2=NN=C(S2)C#N)C=C(C=C1)F (5-[4-(2-bromo-5-fluorophenoxy)piperidin-1-yl]-1,3,4-thiadiazole-2-carbonitrile), Cl.NO (hydroxylamine hydrochloride). Yields the product BrC1=C(OC2CCN(CC2)C2=NN=C(S2)C(N)=NO)C=C(C=C1)F (5-[4-(2-Bromo-5-fluorophenoxy)piperidin-1-yl]-N′-hydroxy-1,3,4-thiadiazole-2-carboximidamide). RXN SMILES: [Br:1][C:2]1[CH:21]=[CH:20][C:19]([F:22])=[CH:18][C:3]=1[O:4][CH:5]1[CH2:10][CH2:9][N:8]([C:11]2[S:15][C:14]([C:16]#[N:17])=[N:13][N:12]=2)[CH2:7][CH2:6]1.Cl.[NH2:24][OH:25]>>[Br:1][C:2]1[CH:21]=[CH:20][C:19]([F:22])=[CH:18][C:3]=1[O:4][CH:5]1[CH2:6][CH2:7][N:8]([C:11]2[S:15][C:14]([C:16](=[N:24][OH:25])[NH2:17])=[N:13][N:12]=2)[CH2:9][CH2:10]1 |f:1.2|. Procedure: The title compound was prepared in a similar manner as described for Example 7, step 2 from 5-[4-(2-bromo-5-fluorophenoxy)piperidin-1-yl]-1,3,4-thiadiazole-2-carbonitrile and hydroxylamine hydrochloride. The reactants are [BH3-]C#N, C=O, CCO, Cl, Cc1sc2c(c1CCN1CCC(c3noc4cc(F)ccc34)CC1)CCNC2, [Na+]. As a reaction SMILES: [C:32]([BH3-:33])#[N:34].[CH2:30]=[O:31].[CH3:36][CH2:37][OH:38].[ClH:1].[F:2][c:3]1[cH:4][c:5]2[c:6]([c:7]([CH:10]3[CH2:11][CH2:12][N:13]([CH2:16][CH2:17][c:18]4[c:19]([CH3:27])[s:20][c:21]5[c:26]4[CH2:25][CH2:24][NH:23][CH2:22]5)[CH2:14][CH2:15]3)[n:8][o:9]2)[cH:28][cH:29]1.[Na+:35]>>[F:2][c:3]1[cH:4][c:5]2[c:6]([c:7]([CH:10]3[CH2:11][CH2:12][N:13]([CH2:16][CH2:17][c:18]4[c:19]([CH3:27])[s:20][c:21]5[c:26]4[CH2:25][CH2:24][N:23]([CH3:32])[CH2:22]5)[CH2:14][CH2:15]3)[n:8][o:9]2)[cH:28][cH:29]1. Yields the product Cc1sc2c(c1CCN1CCC(c3noc4cc(F)ccc34)CC1)CCN(C)C2. Starting materials: COC(C[C@]1(C(CC(CC1)CC1=CC=CC=C1)=O)CC)=O ((1S)-1-ethyl-2-oxo-4-(phenylmethyl)cyclohexaneacetic acid methyl ester), C(C)C1=C(C=CC=C1)NN (2-ethylphenylhydrazine). The product is COC(C[C@@]1(CCC(C=2C3=CC=CC=C3NC12)CC1=CC=CC=C1)CC)=O ((1S)-1-Ethyl-2,3,4,9-tetrahydro-4-(phenylmethyl)-1H-carbazole-1-acetic Acid Methyl Ester). Reaction SMILES: [CH3:1][O:2][C:3](=[O:21])[CH2:4][C@:5]1([CH2:19][CH3:20])[CH2:10][CH2:9][CH:8]([CH2:11][C:12]2[CH:17]=[CH:16][CH:15]=[CH:14][CH:13]=2)[CH2:7][C:6]1=O.C([C:24]1[CH:29]=[CH:28][CH:27]=[CH:26][C:25]=1[NH:30]N)C>>[CH3:1][O:2][C:3](=[O:21])[CH2:4][C@@:5]1([CH2:19][CH3:20])[C:6]2[NH:30][C:25]3[C:24](=[CH:29][CH:28]=[CH:27][CH:26]=3)[C:7]=2[CH:8]([CH2:11][C:12]2[CH:17]=[CH:16][CH:15]=[CH:14][CH:13]=2)[CH2:9][CH2:10]1. Reported procedure: This material can be prepared from (1S)-1-ethyl-2-oxo-4-(phenylmethyl)cyclohexaneacetic acid methyl ester as described in Example 2, Step (b), for racemic material by substituting phenylhydrazine for 2-ethylphenylhydrazine. Reactants: CC=1SC=2C(N1)=C(C=CC2)S(=O)(=O)Cl (2-Methyl-4-benzothiazolesulfonyl chloride), N (ammonia). Run in O1CCCC1 (tetrahydrofuran). Yields the product CC=1SC=2C(N1)=C(C=CC2)S(=O)(=O)N (2-methyl-4-benzothiazolesulfonamide). As a reaction SMILES: [CH3:1][C:2]1[S:3][C:4]2[C:5](=[C:7]([S:11](Cl)(=[O:13])=[O:12])[CH:8]=[CH:9][CH:10]=2)[N:6]=1.[NH3:15]>O1CCCC1>[CH3:1][C:2]1[S:3][C:4]2[C:5](=[C:7]([S:11]([NH2:15])(=[O:13])=[O:12])[CH:8]=[CH:9][CH:10]=2)[N:6]=1. Procedure: A solution of 18 g of the product from Example 1 in 170 mL of tetrahydrofuran was cooled to 0° C. under an atmosphere of nitrogen and treated with 5 mL of anhydrous ammonia. The mixture was stirred at room temperature for about an hour, filtered to remove the ammonium chloride, and the filtrate concentrated in vacuo to give an off-white solid. This crude product was purified by silica gel chromatography; elution with ethyl acetate-hexanes (3:1) gave 1.9 g of 2-methyl-4-benzothiazolesulfonamide a... The reactants are C1(CC1)COC1=CC=C(C=C1)C[N+]1(CCC(CC1)C(O)(C1=CC=C(C=C1)C(F)(F)F)C1=CC=C(C=C1)C(F)(F)F)[O-] (N-[4-(cyclopropylmethoxy)phenylmethyl]-4-[bis(4-trifluoromethylphenyl)hydroxy-methyl]piperidine N-oxide), C(C)I (ethyl iodide). Run in C(C)#N (acetonitrile), petroleum ether. Conditions: temperature 0 celsius. Yields the product [I-].C1(CC1)COC1=CC=C(C=C1)C[N+]1(CCC(CC1)C(O)(C1=CC=C(C=C1)C(F)(F)F)C1=CC=C(C=C1)C(F)(F)F)OCC (N-[4-(cyclopropylmethoxy)phenylmethyl]-N-ethoxy-4-[bis(4-trifluoromethylphenyl)hydroxymethyl]-piperidinium iodide). Yield: 40.8%. RXN SMILES: [CH:1]1([CH2:4][O:5][C:6]2[CH:11]=[CH:10][C:9]([CH2:12][N+:13]3([O-:41])[CH2:18][CH2:17][CH:16]([C:19]([C:31]4[CH:36]=[CH:35][C:34]([C:37]([F:40])([F:39])[F:38])=[CH:33][CH:32]=4)([C:21]4[CH:26]=[CH:25][C:24]([C:27]([F:30])([F:29])[F:28])=[CH:23][CH:22]=4)[OH:20])[CH2:15][CH2:14]3)=[CH:8][CH:7]=2)[CH2:3][CH2:2]1.[CH2:42]([I:44])[CH3:43]>C(#N)C>[I-:44].[CH:1]1([CH2:4][O:5][C:6]2[CH:11]=[CH:10][C:9]([CH2:12][N+:13]3([O:41][CH2:42][CH3:43])[CH2:14][CH2:15][CH:16]([C:19]([C:31]4[CH:36]=[CH:35][C:34]([C:37]([F:38])([F:39])[F:40])=[CH:33][CH:32]=4)([C:21]4[CH:26]=[CH:25][C:24]([C:27]([F:30])([F:28])[F:29])=[CH:23][CH:22]=4)[OH:20])[CH2:17][CH2:18]3)=[CH:8][CH:7]=2)[CH2:3][CH2:2]1 |f:3.4|. Procedure: A stirred mixture of 1.0 gram (0.002 mole) of N-[4-(cyclopropylmethoxy)phenylmethyl]-4-[bis(4-trifluoromethylphenyl)hydroxy-methyl]piperidine N-oxide, 0.3 gram (0.002 mole) of ethyl iodide, and about 5.0 mL of acetonitrile was heated at reflux for several hours. The reaction mixture was then cooled to 0° C., and petroleum ether was added. Upon completion of the addition the mixture was filtered and the filtrate was concentrated under reduced pressure, yielding 0.6 gram of N-[4-(cyclopropylmethox... Reactants: OC(CN)C=1N=C(SC1)C(F)(F)F (2-hydroxy-2-(2-trifluoromethyl-thiazol-4-yl)ethanamine), OCCOC1=CC=C(C=C1)CC(C)=O (1-(4-(2-hydroxyethoxy)phenyl)propan-2-one). Yields the product OCCOC1=CC=C(C=C1)CC(C)NCC(C=1N=C(SC1)C(F)(F)F)O (N-[2-(4-(2-Hydroxyethoxy)phenyl)-1-methylethyl]-2-hydroxy-2-(2-trifluoromethyl-thiazol-4-yl)ethanamine). Reaction SMILES: [OH:1][CH:2]([C:5]1[N:6]=[C:7]([C:10]([F:13])([F:12])[F:11])[S:8][CH:9]=1)[CH2:3][NH2:4].[OH:14][CH2:15][CH2:16][O:17][C:18]1[CH:23]=[CH:22][C:21]([CH2:24][C:25](=O)[CH3:26])=[CH:20][CH:19]=1>>[OH:14][CH2:15][CH2:16][O:17][C:18]1[CH:23]=[CH:22][C:21]([CH2:24][CH:25]([NH:4][CH2:3][CH:2]([OH:1])[C:5]2[N:6]=[C:7]([C:10]([F:13])([F:12])[F:11])[S:8][CH:9]=2)[CH3:26])=[CH:20][CH:19]=1. Reported procedure: Prepared by analogy to Example 13 by reaction of 2-hydroxy-2-(2-trifluoromethyl-thiazol-4-yl)ethanamine with 1-(4-(2-hydroxyethoxy)phenyl)propan-2-one followed by purification on a silica gel column using ethyl acetate/methanol=9:1 as eluant. The reactants are FC1=C(C=CC=C1)[N+](=O)[O-] (1-fluoro-2-nitrobenzene), NC=1C(=NN(C1C)C)C (4-amino-1,3,5-trimethylpyrazole). The solvent is C(C)O (ethanol), O (H2O). The product is [N+](=O)([O-])C1=C(C=CC=C1)NC=1C(=NN(C1C)C)C ((2-Nitrophenyl)-(1,3,5-trimethyl-1H-pyrazol-4-yl)-amine). Isolated yield 49.3%. RXN SMILES: F[C:2]1[CH:7]=[CH:6][CH:5]=[CH:4][C:3]=1[N+:8]([O-:10])=[O:9].[NH2:11][C:12]1[C:13]([CH3:19])=[N:14][N:15]([CH3:18])[C:16]=1[CH3:17]>C(O)C.O>[N+:8]([C:3]1[CH:4]=[CH:5][CH:6]=[CH:7][C:2]=1[NH:11][C:12]1[C:13]([CH3:19])=[N:14][N:15]([CH3:18])[C:16]=1[CH3:17])([O-:10])=[O:9]. Reported procedure: To a solution of 1-fluoro-2-nitrobenzene (7.47 mL, 70.9 mmol) in ethanol (35 mL) and H2O (105 mL) was added 4-amino-1,3,5-trimethylpyrazole (8.8 g, 70.9 mmol). The solution was refluxed for 15 h, then cooled to room temperature. The precipate was separated by filteration and washed with 25% aqueous ethanol to yield the title compound (8.6 g): 1HNMR (CDCl3, 300 MHz) δ 8.81 (s, 1H), 8.18 (dd, 2H, J=1.6, 8.7), 6.69(m, 1H) 6.61 (dd, 1H, J=1.2, 8.7), 3.77 (s, 3H), 2.10 (s, 3H), 2.06 (s, 3H); low reso... Reactants: CCS(=O)(=O)NC(c1cncc(Br)c1)C1CCCC1, O=C([O-])[O-], CC1(C)OB(c2ccc(C#N)c(Cl)c2)OC1(C)C, [Na+], [Na+], Cl[Pd]Cl, c1ccc(P(c2ccccc2)c2ccccc2)cc1, c1ccc(P(c2ccccc2)c2ccccc2)cc1. Product: CCS(=O)(=O)NC(c1cncc(-c2ccc(C#N)c(Cl)c2)c1)C1CCCC1. As a reaction SMILES: [Br:19][c:20]1[cH:21][c:22]([CH:26]([NH:27][S:28](=[O:29])(=[O:30])[CH2:31][CH3:32])[CH:33]2[CH2:34][CH2:35][CH2:36][CH2:37]2)[cH:23][n:24][cH:25]1.[C:38](=[O:39])([O-:40])[O-:41].[Cl:1][c:2]1[c:3]([C:4]#[N:5])[cH:6][cH:7][c:8]([B:10]2[O:11][C:12]([CH3:13])([CH3:14])[C:15]([CH3:16])([CH3:17])[O:18]2)[cH:9]1.[Na+:42].[Na+:43].[Pd:44]([Cl:45])[Cl:46].[c:47]1([P:48]([c:49]2[cH:50][cH:51][cH:52][cH:53][cH:54]2)[c:55]2[cH:56][cH:57][cH:58][cH:59][cH:60]2)[cH:61][cH:62][cH:63][cH:64][cH:65]1.[c:66]1([P:67]([c:68]2[cH:69][cH:70][cH:71][cH:72][cH:73]2)[c:74]2[cH:75][cH:76][cH:77][cH:78][cH:79]2)[cH:80][cH:81][cH:82][cH:83][cH:84]1>>[Cl:1][c:2]1[c:3]([C:4]#[N:5])[cH:6][cH:7][c:8](-[c:20]2[cH:21][c:22]([CH:26]([NH:27][S:28](=[O:29])(=[O:30])[CH2:31][CH3:32])[CH:33]3[CH2:34][CH2:35][CH2:36][CH2:37]3)[cH:23][n:24][cH:25]2)[cH:9]1.